This data is from the Open Reaction Database (ORD), a public repository of structured organic reaction records. The task is: describe an organic reaction: reactants, conditions, products, and yield Starting materials: SC1=C(CO)C=CC=C1 (2-mercaptobenzyl alcohol), C(C=C)(=O)OC (methyl acrylate). The reagents and catalysts are C(C)N(CC)CC (triethylamine). Solvent: ClCCl (dichloromethane). Conditions: time 4 hour. Product: OCC1=C(C=CC=C1)SCCC(=O)OC (methyl 3-(2-hydroxymethylphenylthio)propionate). Isolated yield 87.1%. As a reaction SMILES: [SH:1][C:2]1[CH:9]=[CH:8][CH:7]=[CH:6][C:3]=1[CH2:4][OH:5].[C:10]([O:14][CH3:15])(=[O:13])[CH:11]=[CH2:12]>ClCCl.C(N(CC)CC)C>[OH:5][CH2:4][C:3]1[CH:6]=[CH:7][CH:8]=[CH:9][C:2]=1[S:1][CH2:12][CH2:11][C:10]([O:14][CH3:15])=[O:13]. Reported procedure: To a stirring solution of 2-mercaptobenzyl alcohol (1.00 g, 7.10 mmol) in dichloromethane (20 mL) at 0° C. was added methyl acrylate (0.70 mL, 7.70 mmol) followed by triethylamine (50 μL, 0.35 mmol). The mixture was allowed to warm to room temperature and stir for 4 h, at which point the solvent was removed with a rotary evaporator. The residue was subjected to column chromatography on silica gel (0-10% ethyl acetate in dichloromethane), affording 1.40 g (86%) of methyl 3-(2-hydroxymethylphenylt... Reactants: NC=1C=C(C=NC1)C(=O)C1=CN(C=2N=CN=CC21)[C@@H](COC2OCCCC2)C ((5-aminopyridin-3-yl){7-[(1R)-1-methyl-2-(tetrahydro-2H-pyran-2-yloxy)ethyl]-7H-pyrrolo[2,3-d]pyrimidin-5-yl}methanone), C(C)(C)C=1N=NN(C1)CC(=O)O ((4-isopropyl-1H-1,2,3-triazol-1-yl)acetic acid), CCN(C(C)C)C(C)C (DIPEA). Product: C[C@H](COC1OCCCC1)N1C=C(C2=C1N=CN=C2)C(=O)C=2C=C(C=NC2)NC(CN2N=NC(=C2)C(C)C)=O (N-[5-({7-[(1R)-1-methyl-2-(tetrahydro-2H-pyran-2-yloxy)ethyl]-7H-pyrrolo[2,3-d]pyrimidin-5-yl}carbonyl)pyridin-3-yl]-2-(4-isopropyl-1H-1,2,3-triazol-1-yl)acetamide). As a reaction SMILES: [NH2:1][C:2]1[CH:3]=[C:4]([C:8]([C:10]2[C:18]3[CH:17]=[N:16][CH:15]=[N:14][C:13]=3[N:12]([C@H:19]([CH3:28])[CH2:20][O:21][CH:22]3[CH2:27][CH2:26][CH2:25][CH2:24][O:23]3)[CH:11]=2)=[O:9])[CH:5]=[N:6][CH:7]=1.[CH:29]([C:32]1[N:33]=[N:34][N:35]([CH2:37][C:38](O)=[O:39])[CH:36]=1)([CH3:31])[CH3:30].CCN(C(C)C)C(C)C>>[CH3:28][C@@H:19]([N:12]1[C:13]2[N:14]=[CH:15][N:16]=[CH:17][C:18]=2[C:10]([C:8]([C:4]2[CH:3]=[C:2]([NH:1][C:38](=[O:39])[CH2:37][N:35]3[CH:36]=[C:32]([CH:29]([CH3:30])[CH3:31])[N:33]=[N:34]3)[CH:7]=[N:6][CH:5]=2)=[O:9])=[CH:11]1)[CH2:20][O:21][CH:22]1[CH2:27][CH2:26][CH2:25][CH2:24][O:23]1. Procedure details: Prepared according to the method described above for Example 1, using (5-aminopyridin-3-yl){7-[(1R)-1-methyl-2-(tetrahydro-2H-pyran-2-yloxy)ethyl]-7H-pyrrolo[2,3-d]pyrimidin-5-yl}methanone (Preparation 36) and (4-isopropyl-1H-1,2,3-triazol-1-yl)acetic acid with DIPEA as base. Starting materials: C(C)(C)(C)C1=NN2C(N=CC(=C2)C#C[Si](C)(C)C)=C1 (2-tert-Butyl-6-trimethylsilanylethynyl-pyrazolo[1,5-a]pyrimidine), [F-].C(CCC)[N+](CCCC)(CCCC)CCCC (tetrabutylammoniumfluoride). Run in ClCCl (dichloromethane). Run at time 2 hour. Yields the product C(C)(C)(C)C1=NN2C(N=CC(=C2)C#C)=C1 (2-tert-Butyl-6-ethynyl-pyrazolo[1,5-a]pyrimidine), solid. Isolated yield 83.0%. As a reaction SMILES: [C:1]([C:5]1[CH:19]=[C:8]2[N:9]=[CH:10][C:11]([C:13]#[C:14][Si](C)(C)C)=[CH:12][N:7]2[N:6]=1)([CH3:4])([CH3:3])[CH3:2].[F-].C([N+](CCCC)(CCCC)CCCC)CCC>ClCCl>[C:1]([C:5]1[CH:19]=[C:8]2[N:9]=[CH:10][C:11]([C:13]#[CH:14])=[CH:12][N:7]2[N:6]=1)([CH3:4])([CH3:3])[CH3:2] |f:1.2|. Procedure: 2-tert-Butyl-6-trimethylsilanylethynyl-pyrazolo[1,5-a]pyrimidine (example 21, step 1) (2.4 g, 8.85 mmol) was dissolved in dichloromethane (10 ml) and tetrabutylammoniumfluoride on silica gel (7.1 g, 10.6 mmol, 1.5 mmol/g) was added at room temperature. The mixture was stirred for 2 hours at room temperature and purified by flash chromatography by directly loading the mixture onto a 70 g silica gel column and eluting with heptane:ethyl acetate 100:0→40:60. The desired compound was obtained as a l... Reactants: C([O-])(O)=O.[Na+] (sodium bicarbonate), CCOC(=O)C(=O)CC(=O)C(C)(C)C (ethyl trimethylacetopyruvate), S1C=C(C=C1)C1=CC=C(N)C=C1 (4-thiophene-3-ylaniline), COC(=O)COC1=C(C=O)C=CC=C1 (2-(methoxycarbonylmethyloxy)benzaldehyde), C(C)(=O)O (acetic acid). Run in [Cl-].[Na+].O (brine), O1CCOCC1 (dioxane). Product: CC(C(=O)C1=C(C(N(C1C1=C(C=CC=C1)OCC(=O)OC)C1=CC=C(C=C1)C1=CSC=C1)=O)O)(C)C (4-(2,2-dimethylpropionyl)-3-hydroxy-5-(2-methoxycarbonylmethyloxyphenyl)-1-(4-thiophene-3-ylphenyl)-1,5-dihydropyrrole-2-one). Yield: 41.5%. RXN SMILES: CCO[C:4]([C:6]([CH2:8][C:9]([C:11]([CH3:14])([CH3:13])[CH3:12])=[O:10])=[O:7])=[O:5].[S:15]1[CH:19]=[CH:18][C:17]([C:20]2[CH:26]=[CH:25][C:23]([NH2:24])=[CH:22][CH:21]=2)=[CH:16]1.[CH3:27][O:28][C:29]([CH2:31][O:32][C:33]1[CH:40]=[CH:39][CH:38]=[CH:37][C:34]=1[CH:35]=O)=[O:30].C(O)(=O)C.C(=O)(O)[O-].[Na+]>[Cl-].[Na+].O.O1CCOCC1>[CH3:14][C:11]([CH3:12])([CH3:13])[C:9]([C:8]1[CH:35]([C:34]2[CH:37]=[CH:38][CH:39]=[CH:40][C:33]=2[O:32][CH2:31][C:29]([O:28][CH3:27])=[O:30])[N:24]([C:23]2[CH:25]=[CH:26][C:20]([C:17]3[CH:18]=[CH:19][S:15][CH:16]=3)=[CH:21][CH:22]=2)[C:4](=[O:5])[C:6]=1[OH:7])=[O:10] |f:4.5,6.7.8|. Procedure details: A mixture of ethyl trimethylacetopyruvate (0.40 g, 2 mmol), 4-thiophene-3-ylaniline (0.35 g, 2 mmol), 2-(methoxycarbonylmethyloxy)benzaldehyde (0.39, 2 mmol), acetic acid (0.057 mL, 1 mmol) and dioxane (4 mL) was heated at reflux overnight. After the reaction was completed, saturated sodium bicarbonate solution and brine were poured into the reaction mixture, and the resulting mixture was extracted with ethyl acetate. The extract was dried over anhydrous sodium sulphate, and then concentrated in...